This data is from the Open Reaction Database (ORD), a public repository of structured organic reaction records. The task is: describe an organic reaction: reactants, conditions, products, and yield The reactants are CCCc1c(OCCCOc2cc(OCc3ccccc3)c(-c3ccn[nH]3)cc2CC)cccc1Oc1ccccc1C(=O)O, CCS, CCOCC, O. Yields the product CCCc1c(OCCCOc2cc(O)c(-c3ccn[nH]3)cc2CC)cccc1Oc1ccccc1C(=O)O. RXN SMILES: [CH2:1]([c:2]1[cH:3][cH:4][cH:5][cH:6][cH:7]1)[O:8][c:9]1[c:10](-[c:41]2[nH:42][n:43][cH:44][cH:45]2)[cH:11][c:12]([CH2:39][CH3:40])[c:13]([O:14][CH2:15][CH2:16][CH2:17][O:18][c:19]2[c:20]([CH2:35][CH2:36][CH3:37])[c:21]([O:22][c:23]3[c:24]([C:25](=[O:26])[OH:27])[cH:28][cH:29][cH:30][cH:31]3)[cH:32][cH:33][cH:34]2)[cH:38]1.[CH2:46]([SH:47])[CH3:48].[CH3:49][CH2:50][O:51][CH2:52][CH3:53].[OH2:54]>>[OH:8][c:9]1[c:10](-[c:41]2[nH:42][n:43][cH:44][cH:45]2)[cH:11][c:12]([CH2:39][CH3:40])[c:13]([O:14][CH2:15][CH2:16][CH2:17][O:18][c:19]2[c:20]([CH2:35][CH2:36][CH3:37])[c:21]([O:22][c:23]3[c:24]([C:25](=[O:26])[OH:27])[cH:28][cH:29][cH:30][cH:31]3)[cH:32][cH:33][cH:34]2)[cH:38]1. Reactants: C(CCCC)C1=CC=C(C=C1)C#CC=1C=NC(=NC1)C1=CC=C(C(=O)OC[C@H](CCCCCC)F)C=C1 ((S)-2-fluorooctyl 4-{5-[2-(4-pentylphenyl)ethynyl]pyrimidin-2-yl}benzoate), [H][H] (hydrogen). Reagents/catalysts: [Pd] (palladium/charcoal). Yields the product C(CCCC)C1=CC=C(C=C1)CCC=1C=NC(=NC1)C1=CC=C(C(=O)OC[C@H](CCCCCC)F)C=C1 ((S)-2-fluorooctyl 4-{5-[2-(4-pentylphenyl)ethyl]-pyrimidin-2-yl}benzoate). Reaction SMILES: [CH2:1]([C:6]1[CH:11]=[CH:10][C:9]([C:12]#[C:13][C:14]2[CH:15]=[N:16][C:17]([C:20]3[CH:37]=[CH:36][C:23]([C:24]([O:26][CH2:27][C@@H:28]([F:35])[CH2:29][CH2:30][CH2:31][CH2:32][CH2:33][CH3:34])=[O:25])=[CH:22][CH:21]=3)=[N:18][CH:19]=2)=[CH:8][CH:7]=1)[CH2:2][CH2:3][CH2:4][CH3:5].[H][H]>[Pd]>[CH2:1]([C:6]1[CH:7]=[CH:8][C:9]([CH2:12][CH2:13][C:14]2[CH:15]=[N:16][C:17]([C:20]3[CH:21]=[CH:22][C:23]([C:24]([O:26][CH2:27][C@@H:28]([F:35])[CH2:29][CH2:30][CH2:31][CH2:32][CH2:33][CH3:34])=[O:25])=[CH:36][CH:37]=3)=[N:18][CH:19]=2)=[CH:10][CH:11]=1)[CH2:2][CH2:3][CH2:4][CH3:5]. Procedure: Hydrogenation of the compound obtained in Example 4 using hydrogen under atmospheric pressure at room temperature and using palladium/charcoal as catalyst gives (S)-2-fluorooctyl 4-{5-[2-(4-pentylphenyl)ethyl]-pyrimidin-2-yl}benzoate. Reactants: C(C=C)NC1=CC=C(C=C1)CC(=O)O (4-(allylamino)phenylacetic acid), CN(P(=O)(N(C)C)N(C)C)C (hexamethylphosphoramide), [OH-].[Na+] (sodium hydroxide), ICC(CO)O (3-iodo-1,2-propanediol). Solvent: O (water), CCOCC (ether). Yields the product C(C=C)NC1=CC=C(C=C1)CC(=O)OCC(CO)O (2,3-dihydroxypropyl 4-(allylamino)phenylacetate). As a reaction SMILES: [CH2:1]([NH:4][C:5]1[CH:10]=[CH:9][C:8]([CH2:11][C:12]([OH:14])=[O:13])=[CH:7][CH:6]=1)[CH:2]=[CH2:3].[OH-].[Na+].I[CH2:18][CH:19]([OH:22])[CH2:20][OH:21].CN(C)P(N(C)C)(N(C)C)=O>O.CCOCC>[CH2:1]([NH:4][C:5]1[CH:10]=[CH:9][C:8]([CH2:11][C:12]([O:14][CH2:18][CH:19]([OH:22])[CH2:20][OH:21])=[O:13])=[CH:7][CH:6]=1)[CH:2]=[CH2:3] |f:1.2|. Procedure details: A solution of 7.34 g. of 4-(allylamino)phenylacetic acid, 4.80 g. of 25% aqueous sodium hydroxide, and 12.6 g. of 3-iodo-1,2-propanediol in 50 ml. of hexamethylphosphoramide is stirred for 24 hours at ambient temperature, diluted with 100 ml. of ether and stirred for 5 days at ambient temperature. The mixture is treated with water and extracted with ether. The dried extracts are evaporated to yield 2,3-dihydroxypropyl 4-(allylamino)phenylacetate. The reactants are BrC1=CC(=C(C(=O)NCC2CC2)C=C1)F (4-Bromo-N-cyclopropylmethyl-2-fluorobenzamide), BrC1=CC(=C(C(=O)NCC2CC2)C=C1)F (4-Bromo-N-cyclopropylmethyl-2-fluorobenzamide), C1(CC1)NC(C1=CC(=C(C=C1)C)B1OC(C(O1)(C)C)(C)C)=O (N-cyclopropyl-4-methyl-3-(4,4,5,5-tetramethyl-[1,3,2]dioxaborolan-2-yl)-benzamide), C(O)([O-])=O.[Na+] (sodiumhydrogen carbonate). Reagents/catalysts: C=1C=CC(=CC1)[P](C=2C=CC=CC2)(C=3C=CC=CC3)[Pd]([P](C=4C=CC=CC4)(C=5C=CC=CC5)C=6C=CC=CC6)([P](C=7C=CC=CC7)(C=8C=CC=CC8)C=9C=CC=CC9)[P](C=1C=CC=CC1)(C=1C=CC=CC1)C=1C=CC=CC1 (tetrakis(triphenylphosphine)palladium). Run in CC(C)O (propan-2-ol). The product is C1(CC1)NC(=O)C=1C=C(C(=CC1)C)C1=CC(=C(C=C1)C(=O)NCC1CC1)F (N3-cyclopropyl-N4′-(cyclopropylmethyl)-3′-fluoro-6-methyl-1,1′-biphenyl-3,4′-dicarboxamide). Reaction SMILES: Br[C:2]1[CH:14]=[CH:13][C:5]([C:6]([NH:8][CH2:9][CH:10]2[CH2:12][CH2:11]2)=[O:7])=[C:4]([F:15])[CH:3]=1.[CH:16]1([NH:19][C:20](=[O:37])[C:21]2[CH:26]=[CH:25][C:24]([CH3:27])=[C:23](B3OC(C)(C)C(C)(C)O3)[CH:22]=2)[CH2:18][CH2:17]1.C(=O)([O-])O.[Na+]>CC(O)C.C1C=CC([P]([Pd]([P](C2C=CC=CC=2)(C2C=CC=CC=2)C2C=CC=CC=2)([P](C2C=CC=CC=2)(C2C=CC=CC=2)C2C=CC=CC=2)[P](C2C=CC=CC=2)(C2C=CC=CC=2)C2C=CC=CC=2)(C2C=CC=CC=2)C2C=CC=CC=2)=CC=1>[CH:16]1([NH:19][C:20]([C:21]2[CH:26]=[C:25]([C:2]3[CH:14]=[CH:13][C:5]([C:6]([NH:8][CH2:9][CH:10]4[CH2:12][CH2:11]4)=[O:7])=[C:4]([F:15])[CH:3]=3)[C:24]([CH3:27])=[CH:23][CH:22]=2)=[O:37])[CH2:17][CH2:18]1 |f:2.3,^1:50,52,71,90|. Procedure details: 4-Bromo-N-cyclopropylmethyl-2-fluorobenzamide (Intermediate 14, 60 mg), N-cyclopropyl-4-methyl-3-(4,4,5,5-tetramethyl-[1,3,2]dioxaborolan-2-yl)-benzamide (60 mg), tetrakis(triphenylphosphine)palladium (2.5 mg) and aqueous sodiumhydrogen carbonate (1M, 1 ml) were heated in propan-2-ol (2 ml) at 85° C. for 18 hours. The reaction was concentrated under vacuum and the residue applied to a SPE (Si, 2 g) and eluted with 1:3 and 3:1 ethyl acetate/cyclohexane. The solvent was evaporated from the latter ... Starting materials: NC=1SC=C(N1)C(C(=O)NC1[C@@H]2N(C(=CCS2)C(=O)[O-])C1=O)=NOC.[Na+] (sodium 7-[2-(2-aminothiazol-4-yl)-2-methoxyiminoacetamido]-3-cephem-4-carboxylate), C(C(C)(C)C)(=O)OC(C)I (1-iodoethyl pivalate), [I-].[Na+] (sodium iodide). Product: NC=1SC=C(N1)C(C(=O)NC1[C@@H]2N(C(=CCS2)C(=O)OC(C)OC(C(C)(C)C)=O)C1=O)=NOC (1-pivaloyloxyethyl 7-[2-(2-aminothiazol-4-yl)-2-methoxyiminoacetamido]-3-cephem-4-carboxylate). RXN SMILES: [NH2:1][C:2]1[S:3][CH:4]=[C:5]([C:7](=[N:23][O:24][CH3:25])[C:8]([NH:10][CH:11]2[C:21](=[O:22])[N:13]3[C:14]([C:18]([O-:20])=[O:19])=[CH:15][CH2:16][S:17][C@H:12]23)=[O:9])[N:6]=1.[Na+].[C:27]([O:33][CH:34](I)[CH3:35])(=[O:32])[C:28]([CH3:31])([CH3:30])[CH3:29].[I-].[Na+]>>[NH2:1][C:2]1[S:3][CH:4]=[C:5]([C:7](=[N:23][O:24][CH3:25])[C:8]([NH:10][CH:11]2[C:21](=[O:22])[N:13]3[C:14]([C:18]([O:20][CH:34]([O:33][C:27](=[O:32])[C:28]([CH3:31])([CH3:30])[CH3:29])[CH3:35])=[O:19])=[CH:15][CH2:16][S:17][C@H:12]23)=[O:9])[N:6]=1 |f:0.1,3.4|. Procedure: In the same manner as Example 1, sodium 7-[2-(2-aminothiazol-4-yl)-2-methoxyiminoacetamido]-3-cephem-4-carboxylate (syn-isomer) was reacted with 1-iodoethyl pivalate in the presence of sodium iodide to give 1-pivaloyloxyethyl 7-[2-(2-aminothiazol-4-yl)-2-methoxyiminoacetamido]-3-cephem-4-carboxylate (syn-isomer), mp 110°-115° C. (decompn.). Reactants: CCCCOc1c(CO)n(CC(C)(C)C)c(=O)c2ccc(OCC)cc12, Cc1ccccc1, [Na+], C1CCOC1, O=C([O-])O, O=S(Cl)Cl. The product is CCCCOc1c(CCl)n(CC(C)(C)C)c(=O)c2ccc(OCC)cc12. Reaction SMILES: [CH2:1]([CH2:2][CH2:3][CH3:4])[O:5][c:6]1[c:7]([CH2:25][OH:26])[n:8]([CH2:20][C:21]([CH3:22])([CH3:23])[CH3:24])[c:9](=[O:19])[c:10]2[cH:11][cH:12][c:13]([O:16][CH2:17][CH3:18])[cH:14][c:15]12.[CH3:41][c:42]1[cH:43][cH:44][cH:45][cH:46][cH:47]1.[Na+:31].[O:36]1[CH2:37][CH2:38][CH2:39][CH2:40]1.[OH:32][C:33](=[O:34])[O-:35].[S:27]([Cl:28])([Cl:29])=[O:30]>>[CH2:1]([CH2:2][CH2:3][CH3:4])[O:5][c:6]1[c:7]([CH2:25][Cl:29])[n:8]([CH2:20][C:21]([CH3:22])([CH3:23])[CH3:24])[c:9](=[O:19])[c:10]2[cH:11][cH:12][c:13]([O:16][CH2:17][CH3:18])[cH:14][c:15]12. Reactants: CC=CC(=O)Cl, CCCCc1nc2c(N)nc3cccnc3c2n1CCN. The product is CC=CC(=O)NCCn1c(CCCC)nc2c(N)nc3cccnc3c21. As a reaction SMILES: [C:1]([CH:2]=[CH:3][CH3:4])(=[O:5])[Cl:6].[NH2:7][c:8]1[n:9][c:10]2[cH:11][cH:12][cH:13][n:14][c:15]2[c:16]2[c:17]1[n:18][c:19]([CH2:24][CH2:25][CH2:26][CH3:27])[n:20]2[CH2:21][CH2:22][NH2:23]>>[C:1]([CH:2]=[CH:3][CH3:4])(=[O:5])[NH:23][CH2:22][CH2:21][n:20]1[c:16]2[c:15]3[c:10]([n:9][c:8]([NH2:7])[c:17]2[n:18][c:19]1[CH2:24][CH2:25][CH2:26][CH3:27])[cH:11][cH:12][cH:13][n:14]3.